describe an organic reaction: reactants, conditions, products, and yield From a dataset of the Open Reaction Database (ORD), a public repository of structured organic reaction records. Starting materials: CCOC(=O)CC1CCc2cc(OCCCNc3ncc(Br)cn3)ccc21, [Cl-], [H-], [NH4+], [Na+], CN(C)C=O. Yields the product CCOC(=O)CC1CCc2cc(OCCCN(C)c3ncc(Br)cn3)ccc21. As a reaction SMILES: [Br:1][c:2]1[cH:3][n:4][c:5]([NH:8][CH2:9][CH2:10][CH2:11][O:12][c:13]2[cH:14][c:15]3[c:19]([cH:20][cH:21]2)[CH:18]([CH2:22][C:23](=[O:24])[O:25][CH2:26][CH3:27])[CH2:17][CH2:16]3)[n:6][cH:7]1.[Cl-:30].[H-:29].[NH4+:31].[Na+:28].[O:32]=[CH:33][N:34]([CH3:35])[CH3:36]>>[Br:1][c:2]1[cH:3][n:4][c:5]([N:8]([CH2:9][CH2:10][CH2:11][O:12][c:13]2[cH:14][c:15]3[c:19]([cH:20][cH:21]2)[CH:18]([CH2:22][C:23](=[O:24])[O:25][CH2:26][CH3:27])[CH2:17][CH2:16]3)[CH3:33])[n:6][cH:7]1.